Dataset: the Open Reaction Database (ORD), a public repository of structured organic reaction records. Task: describe an organic reaction: reactants, conditions, products, and yield Run in COCCOC (DME). Reagents/catalysts: C=1C=CC(=CC1)/C=C/C(=O)/C=C/C2=CC=CC=C2.C=1C=CC(=CC1)/C=C/C(=O)/C=C/C2=CC=CC=C2.C=1C=CC(=CC1)/C=C/C(=O)/C=C/C2=CC=CC=C2.[Pd].[Pd] (Pd2dba3). Procedure details: A mixture of 174 mg (0.47 mmol) (S)—N-(1-(4-bromophenyl)ethyl)-2-methyl-1,8-naphthyridine-3-carboxamide, 11 mg (0.012 mmol) Pd2dba3 and 23 mg (0.048 mmol) XPhos in 3.5 ml DME was stirred an degassed at room temperature for 5 min in a thick walled sealable tube. 250 mg (1.18 mmol) K3PO4 and 52 μl (0.52 mmol) piperidine were added. The tube was sealed and heated at 80° C. over night. The reaction mixture was cooled to room temperature and filtered through a pad of silica with CH2Cl2/MeOH 9:1. The ... Yield: 30.7%. RXN SMILES: Br[C:2]1[CH:7]=[CH:6][C:5]([C@@H:8]([NH:10][C:11]([C:13]2[C:14]([CH3:23])=[N:15][C:16]3[C:21]([CH:22]=2)=[CH:20][CH:19]=[CH:18][N:17]=3)=[O:12])[CH3:9])=[CH:4][CH:3]=1.CC(C1C=C(C(C)C)C(C2C=CC=CC=2P(C2CCCCC2)C2CCCCC2)=C(C(C)C)C=1)C.[O-]P([O-])([O-])=O.[K+].[K+].[K+].[NH:66]1[CH2:71][CH2:70][CH2:69][CH2:68][CH2:67]1>COCCOC.C1C=CC(/C=C/C(/C=C/C2C=CC=CC=2)=O)=CC=1.C1C=CC(/C=C/C(/C=C/C2C=CC=CC=2)=O)=CC=1.C1C=CC(/C=C/C(/C=C/C2C=CC=CC=2)=O)=CC=1.[Pd].[Pd]>[CH3:23][C:14]1[C:13]([C:11]([NH:10][C@H:8]([C:5]2[CH:6]=[CH:7][C:2]([N:66]3[CH2:71][CH2:70][CH2:69][CH2:68][CH2:67]3)=[CH:3][CH:4]=2)[CH3:9])=[O:12])=[CH:22][C:21]2[C:16](=[N:17][CH:18]=[CH:19][CH:20]=2)[N:15]=1 |f:2.3.4.5,8.9.10.11.12|. Product: CC1=NC2=NC=CC=C2C=C1C(=O)N[C@@H](C)C1=CC=C(C=C1)N1CCCCC1 ((S)-2-Methyl-N-(1-(4-(piperidin-1-yl)phenyl)ethyl)-1,8-naphthyridine-3-carboxamide). Run at temperature 80 celsius. Starting materials: BrC1=CC=C(C=C1)[C@H](C)NC(=O)C=1C(=NC2=NC=CC=C2C1)C ((S)—N-(1-(4-bromophenyl)ethyl)-2-methyl-1,8-naphthyridine-3-carboxamide), CC(C)C1=CC(=C(C(=C1)C(C)C)C2=C(C=CC=C2)P(C3CCCCC3)C4CCCCC4)C(C)C (XPhos), [O-]P(=O)([O-])[O-].[K+].[K+].[K+] (K3PO4), N1CCCCC1 (piperidine).